This data is from the Open Reaction Database (ORD), a public repository of structured organic reaction records. The task is: describe an organic reaction: reactants, conditions, products, and yield Reactants: CCO, NN, CC(C)(C)OC(=O)N1CCC(ON2C(=O)c3ccccc3C2=O)CC1. Yields the product CC(C)(C)OC(=O)N1CCC(ON)CC1. RXN SMILES: [CH3:28][CH2:29][OH:30].[NH2:1][NH2:2].[O:3]=[C:4]1[N:5]([O:14][CH:15]2[CH2:16][CH2:17][N:18]([C:21](=[O:22])[O:23][C:24]([CH3:25])([CH3:26])[CH3:27])[CH2:19][CH2:20]2)[C:12](=[O:13])[c:7]2[c:6]1[cH:11][cH:10][cH:9][cH:8]2>>[NH2:5][O:14][CH:15]1[CH2:16][CH2:17][N:18]([C:21](=[O:22])[O:23][C:24]([CH3:25])([CH3:26])[CH3:27])[CH2:19][CH2:20]1. The reactants are FC1=CC=C(C(=O)C=2SC=CC2)C=C1 (2-(4-fluorobenzoyl)thiophene), [H-].[H-].[H-].[H-].[Li+].[Al+3] (LiAlH4). Run in CCOCC (Et2O). Reaction conditions: temperature 0 celsius, time 8 hour. Product: FC1=CC=C(C=C1)C(O)C=1SC=CC1 ((4-fluorophenyl)-2-thienylmethan-1-ol). As a reaction SMILES: [F:1][C:2]1[CH:14]=[CH:13][C:5]([C:6]([C:8]2[S:9][CH:10]=[CH:11][CH:12]=2)=[O:7])=[CH:4][CH:3]=1.[H-].[H-].[H-].[H-].[Li+].[Al+3]>CCOCC>[F:1][C:2]1[CH:14]=[CH:13][C:5]([CH:6]([C:8]2[S:9][CH:10]=[CH:11][CH:12]=2)[OH:7])=[CH:4][CH:3]=1 |f:1.2.3.4.5.6|. Procedure details: To a solution of 2-(4-fluorobenzoyl)thiophene (5.09 g, 24.7 mmol) in Et2O (100 mL) was added a solution of LiAlH4 (1M in THF, 30 mL, 30 mmol) and the reaction mixture was stirred overnight. The resulting mixture was cooled to 0° C., poured onto ice, extracted with Et2O, dried (Na2SO4) and concentrated under reduced pressure to give (4-fluorophenyl)-2-thienylmethan-1-ol as a yellow oil. The crude product was used without further purification.